This data is from the Open Reaction Database (ORD), a public repository of structured organic reaction records. The task is: describe an organic reaction: reactants, conditions, products, and yield Starting materials: [Al+3], CCOC(C)=O, [Cl-], [H-], [H-], [H-], [H-], [Li+], [NH4+], C1CCOC1, O=C1COc2cc(O)ccc21. The product is Oc1ccc2c(c1)OCC2. As a reaction SMILES: [Al+3:13].[CH3:20][CH2:21][O:22][C:23](=[O:24])[CH3:25].[Cl-:18].[H-:12].[H-:15].[H-:16].[H-:17].[Li+:14].[NH4+:19].[O:26]1[CH2:27][CH2:28][CH2:29][CH2:30]1.[OH:1][c:2]1[cH:3][c:4]2[c:5]([cH:10][cH:11]1)[C:6](=[O:9])[CH2:7][O:8]2>>[OH:1][c:2]1[cH:3][c:4]2[c:5]([cH:10][cH:11]1)[CH2:6][CH2:7][O:8]2. Reactants: COC(=O)CBr, O=C([O-])[O-], CC#N, [Cs+], [Cs+], O=C(C=Cc1ccccc1)Nc1cccc(O)c1. Yields the product COC(=O)COc1cccc(NC(=O)C=Cc2ccccc2)c1. RXN SMILES: [Br:1][CH2:2][C:3](=[O:4])[O:5][CH3:6].[C:7](=[O:8])([O-:9])[O-:10].[CH3:31][C:32]#[N:33].[Cs+:11].[Cs+:12].[OH:13][c:14]1[cH:15][c:16]([NH:20][C:21]([CH:22]=[CH:23][c:24]2[cH:25][cH:26][cH:27][cH:28][cH:29]2)=[O:30])[cH:17][cH:18][cH:19]1>>[CH2:2]([C:3](=[O:4])[O:5][CH3:6])[O:13][c:14]1[cH:15][c:16]([NH:20][C:21]([CH:22]=[CH:23][c:24]2[cH:25][cH:26][cH:27][cH:28][cH:29]2)=[O:30])[cH:17][cH:18][cH:19]1. Starting materials: ClC(C(=O)[O-])(F)F.[Na+] (Sodium chloro(difluoro)acetate), C([O-])([O-])=O.[Cs+].[Cs+] (cesium carbonate), BrC=1C=CC(=C(C#N)C1)O (5-bromo-2-hydroxybenzonitrile). Run in CN(C)C=O (DMF), O (water), O (Water). Run at temperature 100 celsius, time 30 minute. Product: BrC=1C=CC(=C(C#N)C1)OC(F)F (5-Bromo-2-(difluoromethoxy)benzonitrile). The yield is 61.3%. As a reaction SMILES: Cl[C:2]([F:7])([F:6])C([O-])=O.[Na+].C(=O)([O-])[O-].[Cs+].[Cs+].[Br:15][C:16]1[CH:17]=[CH:18][C:19]([OH:24])=[C:20]([CH:23]=1)[C:21]#[N:22]>CN(C=O)C.O>[Br:15][C:16]1[CH:17]=[CH:18][C:19]([O:24][CH:2]([F:6])[F:7])=[C:20]([CH:23]=1)[C:21]#[N:22] |f:0.1,2.3.4|. Procedure details: Sodium chloro(difluoro)acetate (9.62 g, 63.1 mmol) and cesium carbonate (12.3 g, 37.9 mmol) were added to a mixed solution of 5-bromo-2-hydroxybenzonitrile (5.00 g, 25.2 mmol) in DMF (50 mL) and water (5 mL), and the mixture was stirred at 100° C. for 30 minutes. Water was added to the reaction solution, followed by extraction with ethyl acetate. The obtained organic layer was washed with brine and then dried over anhydrous sodium sulfate, and the solvent was distilled off under reduced pressure... The reactants are CC(C)(C)OC(=O)NC1CC2SCC(C(N)=O)N2C1=O, C1CCOC1. Product: CC(C)(C)OC(=O)NC1CC2SCC(C#N)N2C1=O. As a reaction SMILES: [C:1]([CH3:2])([CH3:3])([CH3:4])[O:5][C:6]([NH:7][CH:8]1[CH2:9][CH:10]2[S:11][CH2:12][CH:13]([C:17]([NH2:18])=[O:19])[N:14]2[C:15]1=[O:16])=[O:20].[CH2:21]1[O:22][CH2:23][CH2:24][CH2:25]1>>[C:1]([CH3:2])([CH3:3])([CH3:4])[O:5][C:6]([NH:7][CH:8]1[CH2:9][CH:10]2[S:11][CH2:12][CH:13]([C:17]#[N:18])[N:14]2[C:15]1=[O:16])=[O:20]. Reactants: C(CCC)P(CCCC)CCCC (tributylphosphine), C1CCN(CC1)C(=O)/N=N/C(=O)N2CCCCC2 (1,1-(Azodicarbonyl)dipiperidine), OC1=CC=C2C=NC(=NC2=C1)OC (7-hydroxy-methoxyquinazoline), C(Cl)Cl (methylene chloride), C1(CCCC1)OCCO (2-(cyclopentyloxy)ethanol). Solvent: CCOCC (Ether). Run at time 3.5 hour. Product: Cl.COC1=NC=NC2=CC=CC=C12 (4-methoxyquinazoline hydrochloride). Isolated yield 60.0%. RXN SMILES: C1CCN([C:7](/N=N/C(N2CCCCC2)=O)=[O:8])CC1.O[C:20]1[CH:29]=[C:28]2[C:23]([CH:24]=[N:25][C:26](OC)=[N:27]2)=[CH:22][CH:21]=1.C1(OCCO)CCCC1.C(P(CCCC)CCCC)CCC.C(Cl)[Cl:55]>CCOCC>[ClH:55].[CH3:7][O:8][C:24]1[C:23]2[C:28](=[CH:29][CH:20]=[CH:21][CH:22]=2)[N:27]=[CH:26][N:25]=1 |f:6.7|. Procedure: 1,1-(Azodicarbonyl)dipiperidine (355 mg, 1.4 mmol) was added in portions to a mixture of 44-chloro-2-fluoroanilino)-7-hydroxy-methoxyquinazoline (I 50 mg, 0.47 mmol), (prepared as described for the starting material in Example 2), 2-(cyclopentyloxy)ethanol (91 mg, 0.7 mmol), (U.S. Pat. No. 4,515,814), and tributylphosphine (284 mg, 1.4 mmol) in methylene chloride (6 ml) at 0° C. The mixture was then allowed to warm to ambient temperature and stirred for 3.5 hours. Ether (3 ml) was added and the ... Reactants: C1(CCCC1)N1N=C(C2=C1C(=NCC2)SC)CC (1-Cyclopentyl-4,5-dihydro-3-ethyl-7-methylthio-1H-pyrazolo[3,4-c]pyridine), C(C1=CN=CC=C1)(=O)NN (nicotinic acid hydrazide). Solvent: N1=CC=CC=C1 (pyridine). Reaction conditions: temperature 135 celsius. Yields the product C1(CCCC1)N1N=C(C2=C1C=1N(CC2)C(=NN1)C=1C=NC=CC1)CC (9-Cyclopentyl-5,6-dihydro-7-ethyl-3-(3-pyridyl)-9H-pyrazolo[3,4-c]-1,2,4-triazolo[4,3-α]pyridine). RXN SMILES: [CH:1]1([N:6]2[C:10]3[C:11](SC)=[N:12][CH2:13][CH2:14][C:9]=3[C:8]([CH2:17][CH3:18])=[N:7]2)[CH2:5][CH2:4][CH2:3][CH2:2]1.[C:19]([NH:27][NH2:28])(=O)[C:20]1[CH:25]=[CH:24][CH:23]=[N:22][CH:21]=1>N1C=CC=CC=1>[CH:1]1([N:6]2[C:10]3[C:11]4[N:12]([C:19]([C:20]5[CH:21]=[N:22][CH:23]=[CH:24][CH:25]=5)=[N:27][N:28]=4)[CH2:13][CH2:14][C:9]=3[C:8]([CH2:17][CH3:18])=[N:7]2)[CH2:5][CH2:4][CH2:3][CH2:2]1. Reported procedure: 1-Cyclopentyl-4,5-dihydro-3-ethyl-7-methylthio-1H-pyrazolo[3,4-c]pyridine (0.036 grams, 0.14 mmoles) and nicotinic acid hydrazide (0.021 grams, 0.15 mmoles) was dissolved in anhydrous pyridine (5 ml) in a flame dried flask. An oven-dried condenser was added, which was septa sealed and had an outlet to a bubbler. A long stainless steel needle was pierced through the septa and condenser center into the magnetically stirred solution. Nitrogen was bubbled through the long needle. The flask was heate... Procedure details: The title compound was prepared in accordance with the general method of Example 1, from 2-iodo-pyridine (70 mg, 0.34 mmol) and 5-but-3-ynyl-3-phenyl-isoxazole (67 mg, 0.34 mmol). Reaction time: 24 hours. The crude residue was purified by flash chromatography (DCM/MeOH 98:2) to yield 70 mg (0.26 mmol, 75%) of 2-(4-(3-phenylisoxazol-5-yl)but-1-ynyl)pyridine as a brown solid. Product: C1(=CC=CC=C1)C1=NOC(=C1)CCC#CC1=NC=CC=C1 (2-(4-(3-phenylisoxazol-5-yl)but-1-ynyl)pyridine). Reaction SMILES: I[C:2]1[CH:7]=[CH:6][CH:5]=[CH:4][N:3]=1.[CH2:8]([C:12]1[O:16][N:15]=[C:14]([C:17]2[CH:22]=[CH:21][CH:20]=[CH:19][CH:18]=2)[CH:13]=1)[CH2:9][C:10]#[CH:11]>>[C:17]1([C:14]2[CH:13]=[C:12]([CH2:8][CH2:9][C:10]#[C:11][C:2]3[CH:7]=[CH:6][CH:5]=[CH:4][N:3]=3)[O:16][N:15]=2)[CH:18]=[CH:19][CH:20]=[CH:21][CH:22]=1. Reactants: IC1=NC=CC=C1 (2-iodo-pyridine), C(CC#C)C1=CC(=NO1)C1=CC=CC=C1 (5-but-3-ynyl-3-phenyl-isoxazole). Yield: 76.5%.